This data is from the Open Reaction Database (ORD), a public repository of structured organic reaction records. The task is: describe an organic reaction: reactants, conditions, products, and yield Starting materials: COC(=O)c1cc(OC)c(OC)cc1NC(=O)C=Cc1ccc2ccccc2c1, CO, [Na+], [OH-]. The product is COc1cc(NC(=O)C=Cc2ccc3ccccc3c2)c(C(=O)O)cc1OC. Reaction SMILES: [CH3:1][O:2][c:3]1[cH:4][c:5]([C:26](=[O:27])[O:28][CH3:29])[c:6]([NH:11][C:12]([CH:13]=[CH:14][c:15]2[cH:16][c:17]3[cH:18][cH:19][cH:20][cH:21][c:22]3[cH:23][cH:24]2)=[O:25])[cH:7][c:8]1[O:9][CH3:10].[CH3:32][OH:33].[Na+:31].[OH-:30]>>[CH3:1][O:2][c:3]1[cH:4][c:5]([C:26](=[O:27])[OH:28])[c:6]([NH:11][C:12]([CH:13]=[CH:14][c:15]2[cH:16][c:17]3[cH:18][cH:19][cH:20][cH:21][c:22]3[cH:23][cH:24]2)=[O:25])[cH:7][c:8]1[O:9][CH3:10]. Starting materials: CS(=O)(=O)CC(=O)c1ccccc1, CC(N)C(Cc1ccc(Cl)cc1)c1cccc(C#N)c1, Cl. Yields the product CC(NC(CS(C)(=O)=O)c1ccccc1)C(Cc1ccc(Cl)cc1)c1cccc(C#N)c1. RXN SMILES: [CH3:22][S:23](=[O:24])(=[O:25])[CH2:26][C:27](=[O:28])[c:29]1[cH:30][cH:31][cH:32][cH:33][cH:34]1.[Cl:2][c:3]1[cH:4][cH:5][c:6]([CH2:9][CH:10]([CH:11]([CH3:12])[NH2:13])[c:14]2[cH:15][c:16]([C:20]#[N:21])[cH:17][cH:18][cH:19]2)[cH:7][cH:8]1.[ClH:1]>>[Cl:2][c:3]1[cH:4][cH:5][c:6]([CH2:9][CH:10]([CH:11]([CH3:12])[NH:13][CH:27]([CH2:26][S:23]([CH3:22])(=[O:24])=[O:25])[c:29]2[cH:30][cH:31][cH:32][cH:33][cH:34]2)[c:14]2[cH:15][c:16]([C:20]#[N:21])[cH:17][cH:18][cH:19]2)[cH:7][cH:8]1. Starting materials: Cl, CC(C)(C)OC(=O)NCc1cc(NC(=O)C2CCc3ccc(Oc4ccnc5c4CCC(=O)N5)cc3C2)cc(C(F)(F)F)c1, C1COCCO1. The product is Cl, NCc1cc(NC(=O)C2CCc3ccc(Oc4ccnc5c4CCC(=O)N5)cc3C2)cc(C(F)(F)F)c1. RXN SMILES: [ClH:1].[O:2]=[C:3]1[CH2:4][CH2:5][c:6]2[c:7]([O:13][c:14]3[cH:15][cH:16][c:17]4[c:22]([cH:23]3)[CH2:21][CH:20]([C:24](=[O:25])[NH:26][c:27]3[cH:28][c:29]([CH2:30][NH:31][C:32](=[O:33])[O:34][C:35]([CH3:36])([CH3:37])[CH3:38])[cH:39][c:40]([C:42]([F:43])([F:44])[F:45])[cH:41]3)[CH2:19][CH2:18]4)[cH:8][cH:9][n:10][c:11]2[NH:12]1.[O:46]1[CH2:47][CH2:48][O:49][CH2:50][CH2:51]1>>[ClH:1].[O:2]=[C:3]1[CH2:4][CH2:5][c:6]2[c:7]([O:13][c:14]3[cH:15][cH:16][c:17]4[c:22]([cH:23]3)[CH2:21][CH:20]([C:24](=[O:25])[NH:26][c:27]3[cH:28][c:29]([CH2:30][NH2:31])[cH:39][c:40]([C:42]([F:43])([F:44])[F:45])[cH:41]3)[CH2:19][CH2:18]4)[cH:8][cH:9][n:10][c:11]2[NH:12]1. The reactants are Cl (hydrochloric acid), FC(C(=CC(C)=O)C)(F)F (4-trifluoromethyl-3-penten-2-one), C(CC(=O)C)(=O)OCC (ethyl acetoacetate), [O-]CC.[Na+] (sodium ethoxide). Run in C1=CC=CC=C1 (benzene), O (water). Conditions: temperature 60 celsius, time 4 hour. The product is CC1=CC(CC(C1)(C(F)(F)F)C)=O (3,5-dimethyl-5-trifluoromethyl-2-cyclohexen-1-one), 4-ethoxycarbonyl-3,5-dimethyl-5-trifluoromethyl-2-cyclohexen-1-one(A-2). The yield is 116.6%. As a reaction SMILES: [F:1][C:2]([F:10])([F:9])[C:3]([CH3:8])=[CH:4][C:5](=[O:7])[CH3:6].[C:11](OCC)(=O)[CH2:12]C(C)=O.[O-][CH2:21]C.[Na+].Cl>O.C1C=CC=CC=1>[CH3:11][C:12]1[CH2:8][C:3]([CH3:21])([C:2]([F:10])([F:9])[F:1])[CH2:4][C:5](=[O:7])[CH:6]=1 |f:2.3|. Reported procedure: In a dried 100 ml 3-neck flask, 15.2 g(0.1 mole) of 4-trifluoromethyl-3-penten-2-one prepared in Example 2, 13 g(0.1 mole)of ethyl acetoacetate and 3.4 g of sodium ethoxide were added to 60 ml of benzene, and stirred for 4 hrs at 60° C. The reaction mixture was cooled to room temperature and water was added. After neutralization using 10N hydrochloric acid solution, the organic layer was extracted, and dried over magnesium sulfate. The residue was distilled under the vacuum pressure of 1 mmHg, t... The reactants are O[C@H]1[C@@H](C2=CC=CC=C2C1)OC=1C=2N(C=CC1)C(=C(N2)C)N=O (8-(2-(trans)-hydroxy-2,3-dihydro-1-indenyloxy)-2-methyl-3-nitroso-imidazo[1,2-a]pyridine), C(C)(=O)O (acetic acid), C(O)([O-])=O.[Na+] (sodium hydrogen carbonate). Reagents/catalysts: [Zn] (zinc). The solvent is O (water). Product: NC1=C(N=C2N1C=CC=C2O[C@H]2[C@@H](CC1=CC=CC=C21)O)C (3-amino-8-(2-(trans)-hydroxy-2,3-dihydro-1-indenyloxy)-2-methyl-imidazo[1,2-a]pyridine). As a reaction SMILES: [OH:1][C@@H:2]1[CH2:10][C:9]2[C:4](=[CH:5][CH:6]=[CH:7][CH:8]=2)[C@H:3]1[O:11][C:12]1[C:13]2[N:14]([C:18]([N:22]=O)=[C:19]([CH3:21])[N:20]=2)[CH:15]=[CH:16][CH:17]=1.C(O)(=O)C.C(=O)([O-])O.[Na+]>[Zn].O>[NH2:22][C:18]1[N:14]2[CH:15]=[CH:16][CH:17]=[C:12]([O:11][C@@H:3]3[C:4]4[C:9](=[CH:8][CH:7]=[CH:6][CH:5]=4)[CH2:10][C@H:2]3[OH:1])[C:13]2=[N:20][C:19]=1[CH3:21] |f:2.3|. Procedure: 0.5 g of 8-(2-(trans)-hydroxy-2,3-dihydro-1-indenyloxy)-2-methyl-3-nitroso-imidazo[1,2-a]pyridine is dissolved in a mixture consisting of 10 ml glacial acetic acid and 3 ml water and 0.5 g commercial zinc powder is added at 0° C. waterbath temperature. After one hour the solution is diluted with 100 ml icewater adjusted to pH 8 with saturated sodium hydrogen carbonate solution and extracted with ethyl acetate. The combined extracts are dried over potassium carbonate. After removal of the solvent...